This data is from the Open Reaction Database (ORD), a public repository of structured organic reaction records. The task is: describe an organic reaction: reactants, conditions, products, and yield Starting materials: NC1=C2COC(C2=CC=C1)=O (4-aminoisobenzofuran-1(3H)-one), C(C1=CC=CC=C1)=O (benzaldehyde). Solvent: CO (methanol). The product is C(/C1=CC=CC=C1)=N\C1=C2COC(C2=CC=C1)=O ((E)-4-(Benzylideneamino)isobenzofuran-1(3H)-one). The yield is 63.2%. RXN SMILES: [NH2:1][C:2]1[CH:10]=[CH:9][CH:8]=[C:7]2[C:3]=1[CH2:4][O:5][C:6]2=[O:11].[CH:12](=O)[C:13]1[CH:18]=[CH:17][CH:16]=[CH:15][CH:14]=1>CO>[CH:12](=[N:1]/[C:2]1[CH:10]=[CH:9][CH:8]=[C:7]2[C:3]=1[CH2:4][O:5][C:6]2=[O:11])\[C:13]1[CH:18]=[CH:17][CH:16]=[CH:15][CH:14]=1. Reported procedure: 4-aminoisobenzofuran-1(3H)-one (600 mg, 4 mmol), benzaldehyde (427 mg, 4 mmol) were added to methanol (20 mL) and stirred under reflux overnight, then the mixture was evaporated under reduced pressure and the residue was dried in vacuum. 600 mg of crude product (E)-4-(benzylideneamino)isobenzofuran-1(3H)-one was obtained which was used for the next synthetic step without further purification.